Dataset: the Open Reaction Database (ORD), a public repository of structured organic reaction records. Task: describe an organic reaction: reactants, conditions, products, and yield The reactants are COCc1c(CO)ncc2[nH]c3cccc(Cc4ccc(Cl)cc4)c3c12, ClCCl. Product: COCc1c(C=O)ncc2[nH]c3cccc(Cc4ccc(Cl)cc4)c3c12. As a reaction SMILES: [Cl:1][c:2]1[cH:3][cH:4][c:5]([CH2:6][c:7]2[c:8]3[c:9]4[c:10]([CH2:22][O:23][CH3:24])[c:11]([CH2:20][OH:21])[n:12][cH:13][c:14]4[nH:15][c:16]3[cH:17][cH:18][cH:19]2)[cH:25][cH:26]1.[Cl:27][CH2:28][Cl:29]>>[Cl:1][c:2]1[cH:3][cH:4][c:5]([CH2:6][c:7]2[c:8]3[c:9]4[c:10]([CH2:22][O:23][CH3:24])[c:11]([CH:20]=[O:21])[n:12][cH:13][c:14]4[nH:15][c:16]3[cH:17][cH:18][cH:19]2)[cH:25][cH:26]1.